Dataset: the Open Reaction Database (ORD), a public repository of structured organic reaction records. Task: describe an organic reaction: reactants, conditions, products, and yield The reactants are CCOC(=O)c1cn(Cc2ccccc2)nc1OCc1ccc(OCc2nc(-c3ccco3)oc2C)c(CC)c1, CCO, Cl, [Na+], C1CCOC1, [OH-], O. Product: CCc1cc(COc2nn(Cc3ccccc3)cc2C(=O)O)ccc1OCc1nc(-c2ccco2)oc1C. Reaction SMILES: [CH2:1]([c:2]1[cH:3][cH:4][cH:5][cH:6][cH:7]1)[n:8]1[n:9][c:10]([O:18][CH2:19][c:20]2[cH:21][c:22]([CH2:39][CH3:40])[c:23]([O:26][CH2:27][c:28]3[n:29][c:30](-[c:34]4[o:35][cH:36][cH:37][cH:38]4)[o:31][c:32]3[CH3:33])[cH:24][cH:25]2)[c:11]([C:13](=[O:14])[O:15][CH2:16][CH3:17])[cH:12]1.[CH3:50][CH2:51][OH:52].[ClH:48].[Na+:47].[O:41]1[CH2:42][CH2:43][CH2:44][CH2:45]1.[OH-:46].[OH2:49]>>[CH2:1]([c:2]1[cH:3][cH:4][cH:5][cH:6][cH:7]1)[n:8]1[n:9][c:10]([O:18][CH2:19][c:20]2[cH:21][c:22]([CH2:39][CH3:40])[c:23]([O:26][CH2:27][c:28]3[n:29][c:30](-[c:34]4[o:35][cH:36][cH:37][cH:38]4)[o:31][c:32]3[CH3:33])[cH:24][cH:25]2)[c:11]([C:13](=[O:14])[OH:15])[cH:12]1.